Task: describe an organic reaction: reactants, conditions, products, and yield. Dataset: the Open Reaction Database (ORD), a public repository of structured organic reaction records Starting materials: [OH-].[K+] (Potassium hydroxide), C(C)C(C(=O)O)CCCC (2-ethylhexanoic acid), [OH-].[K+] (potassium hydroxide). Run in O1CCCC1 (tetrahydrofuran). Product: C(C)C(C(=O)[O-])CCCC.[K+] (potassium 2-ethylhexanoate). Reaction SMILES: [OH-].[K+:2].[CH2:3]([CH:5]([CH2:9][CH2:10][CH2:11][CH3:12])[C:6]([OH:8])=[O:7])[CH3:4]>O1CCCC1>[CH2:3]([CH:5]([CH2:9][CH2:10][CH2:11][CH3:12])[C:6]([O-:8])=[O:7])[CH3:4].[K+:2] |f:0.1,4.5|. Procedure: Potassium hydroxide (67.3 g) was suspended in tetrahydrofuran (1.2 liters) and to the suspension was added 2-ethylhexanoic acid (173.1 g) was added. The mixture was stirred until potassium hydroxide was dissolved to obtain a solution of potassium 2-ethylhexanoate. The reactants are CCOC(=O)n1c(C(=O)c2ccccc2)c(NC(C)=O)c2cc(Cl)ccc21, CCOC(C)=O. Yields the product CC(=O)Nc1c(C(=O)c2ccccc2)[nH]c2ccc(Cl)cc12. RXN SMILES: [C:1]([CH3:2])(=[O:3])[NH:4][c:5]1[c:6]([C:20]([c:21]2[cH:22][cH:23][cH:24][cH:25][cH:26]2)=[O:27])[n:7]([C:15]([O:16][CH2:17][CH3:18])=[O:19])[c:8]2[cH:9][cH:10][c:11]([Cl:14])[cH:12][c:13]12.[CH3:28][CH2:29][O:30][C:31](=[O:32])[CH3:33]>>[C:1]([CH3:2])(=[O:3])[NH:4][c:5]1[c:6]([C:20]([c:21]2[cH:22][cH:23][cH:24][cH:25][cH:26]2)=[O:27])[nH:7][c:8]2[cH:9][cH:10][c:11]([Cl:14])[cH:12][c:13]12. Starting materials: COCOc1ccc(-c2ccc(C=C(Br)Br)s2)cc1, CCO, CCOCC, Cl, C1CCOC1. The product is Oc1ccc(-c2ccc(C=C(Br)Br)s2)cc1. RXN SMILES: [Br:1][C:2](=[CH:3][c:4]1[s:5][c:6](-[c:9]2[cH:10][cH:11][c:12]([O:15][CH2:16][O:17][CH3:18])[cH:13][cH:14]2)[cH:7][cH:8]1)[Br:19].[CH3:20][CH2:21][OH:22].[CH3:29][CH2:30][O:31][CH2:32][CH3:33].[ClH:23].[O:24]1[CH2:25][CH2:26][CH2:27][CH2:28]1>>[Br:1][C:2](=[CH:3][c:4]1[s:5][c:6](-[c:9]2[cH:10][cH:11][c:12]([OH:15])[cH:13][cH:14]2)[cH:7][cH:8]1)[Br:19]. Starting materials: C(C)(C)(C)C=1C=C(C2=C(C(C(O2)=O)O)C1)C(C)(C)C (5,7-di-tert-butyl-3-hydroxy-3H-benzofuran-2-one), 22B, C(C)(C)(C)C=1C=C(C2=C(C(C(O2)=O)O)C1)C(C)(C)C (5,7-di-tert-butyl-3-hydroxy-3H-benzofuran-2-one), C(C)C1=CC=CC=C1 (ethyl benzene). Solvent: O (water). As a reaction SMILES: [C:1]([C:5]1[CH:6]=[C:7]([C:16]([CH3:19])([CH3:18])[CH3:17])[C:8]2[O:12][C:11](=[O:13])[CH:10](O)[C:9]=2[CH:15]=1)([CH3:4])([CH3:3])[CH3:2].[CH2:20]([C:22]1[CH:27]=[CH:26][CH:25]=[CH:24][CH:23]=1)[CH3:21]>O>[C:1]([C:5]1[CH:6]=[C:7]([C:16]([CH3:17])([CH3:19])[CH3:18])[C:8]2[O:12][C:11](=[O:13])[CH:10]([C:25]3[CH:26]=[CH:27][C:22]([CH2:20][CH3:21])=[CH:23][CH:24]=3)[C:9]=2[CH:15]=1)([CH3:3])([CH3:2])[CH3:4].[C:1]([C:5]1[CH:6]=[C:7]([C:16]([CH3:19])([CH3:17])[CH3:18])[C:8]2[O:12][C:11](=[O:13])[CH:10]([C:24]3[CH:25]=[CH:26][CH:27]=[C:22]([CH2:20][CH3:21])[CH:23]=3)[C:9]=2[CH:15]=1)([CH3:2])([CH3:3])[CH3:4].[C:16]([C:7]1[CH:6]=[C:5]([C:1]([CH3:2])([CH3:4])[CH3:3])[C:15]2[O:12][C:11](=[O:13])[CH:10]([C:23]3[CH:24]=[CH:25][CH:26]=[CH:27][C:22]=3[CH2:20][CH3:21])[C:9]=2[CH:8]=1)([CH3:19])([CH3:18])[CH3:17]. The product is C(C)(C)(C)C=1C=C(C2=C(C(C(O2)=O)C2=CC=C(C=C2)CC)C1)C(C)(C)C (5,7-di-tert-butyl-3-(4-ethylphenyl)-3H-benzofuran-2-on), C(C)(C)(C)C=1C=C(C2=C(C(C(O2)=O)C2=CC(=CC=C2)CC)C1)C(C)(C)C (5,7-di-tert-butyl-3-(3-ethylphenyl)-3H-benzofuran-2-one), C(C)(C)(C)C=1C=C(C2=C(C(C(O2)=O)C2=C(C=CC=C2)CC)C1)C(C)(C)C (5,7-di-tert-butyl- 3-(2-ethylphenyl)3H-benzofuran-2-one), compound ( 105B ). Yield: 1.3%. Procedure: To a solution of 262.3 g (1.00 mol) of 5,7-di-tert-butyl-3-hydroxy-3H-benzofuran-2-one (compound (201), Table 2, Example la) in 500 ml (4.08 mol) of ethyl benzene are added 40 g of Fulcat 22B and the mixture is refluxed for 1.5 hours on a water separator. The Fulcat 22B catalyst is then removed by filtration and excess ethyl benzene is removed by distillation on a vacuum rotary evaporator. GC-MS analysis shows the residue to consist of a mixture of 59.2% of the para-isomer (compound (105). Table... Starting materials: C(C)(=O)N/C=C/SC1=C(N2C([C@@H]([C@H]2C1)[C@H](C)OS(=O)(=O)C)=O)C(=O)OCC1=CC=C(C=C1)[N+](=O)[O-] (p-nitrobenzyl (5R,6S)-3-[(E)-2-acetamidoethenylthio]-6 -[(S)-1-methylsulphonyloxyethyl]-7-oxo-1-azabicyclo[3.2.0]hept-2-ene-2-carboxylate), C([O-])([O-])=O.[K+].[K+] (potassium carbonate). The solvent is CN(C=O)C (dimethylformamide). Yields the product C(C)(=O)N/C=C/SC1=C(N2C(\C(\[C@H]2C1)=C/C)=O)C(=O)OCC1=CC=C(C=C1)[N+](=O)[O-] (p-nitrobenzyl (5R,6Z)-3-[(E)-2-acetamidoethenylthio]-6-ethylidene-7-oxo-1-azabicyclo[3.2.0]hept-2-ene-2-carboxylate). Isolated yield 47.7%. As a reaction SMILES: [C:1]([NH:4]/[CH:5]=[CH:6]/[S:7][C:8]1[CH2:14][C@H:13]2[N:10]([C:11](=[O:22])[C@@H:12]2[C@@H:15](OS(C)(=O)=O)[CH3:16])[C:9]=1[C:23]([O:25][CH2:26][C:27]1[CH:32]=[CH:31][C:30]([N+:33]([O-:35])=[O:34])=[CH:29][CH:28]=1)=[O:24])(=[O:3])[CH3:2].C(=O)([O-])[O-].[K+].[K+]>CN(C)C=O>[C:1]([NH:4]/[CH:5]=[CH:6]/[S:7][C:8]1[CH2:14][C@H:13]2[N:10]([C:11](=[O:22])/[C:12]/2=[CH:15]\[CH3:16])[C:9]=1[C:23]([O:25][CH2:26][C:27]1[CH:32]=[CH:31][C:30]([N+:33]([O-:35])=[O:34])=[CH:29][CH:28]=1)=[O:24])(=[O:3])[CH3:2] |f:1.2.3|. Reported procedure: p-Nitrobenzyl (5R,6S)-3-[(E)-2-acetamidoethenylthio]-6-[(S)-1-methylsulphonyloxyethyl]-7-oxo-1-azabicyclo[3.2.0]hept-2-ene-2-carboxylate (e2) (100 mg) and powdered anhydrous potassium carbonate (62 mg) were stirred in dimethylformamide (2 ml) at room temperature for 30 minutes. The mixture was concentrated in vacuo, and the product was then partitioned between ethyl acetate (20 ml) and water (20 ml). The organic layer was washed with water (2×20 ml) and brine (20 ml), then dried (MgSO4) and evap... The reactants are ClC1=NC(=C(C(=O)NC2=CC(=C(C=C2)Cl)C2=NC=CC=C2)C=C1)C (6-chloro-N-(4-chloro-3-(pyridin-2-yl)phenyl)-2-methylnicotinamide), C[C@@H](CN)O (S-(+)-1-amino-2-propanol). Run in C(CCC)O (BuOH). The product is ClC1=C(C=C(C=C1)NC(C1=C(N=C(C=C1)NC[C@H](C)O)C)=O)C1=NC=CC=C1 ((S)—N-(4-chloro-3-(pyridin-2-yl)phenyl)-6-(2-hydroxypropylamino)-2-methylnicotinamide). Reaction SMILES: Cl[C:2]1[CH:23]=[CH:22][C:5]([C:6]([NH:8][C:9]2[CH:14]=[CH:13][C:12]([Cl:15])=[C:11]([C:16]3[CH:21]=[CH:20][CH:19]=[CH:18][N:17]=3)[CH:10]=2)=[O:7])=[C:4]([CH3:24])[N:3]=1.[CH3:25][C@H:26]([OH:29])[CH2:27][NH2:28]>C(O)CCC>[Cl:15][C:12]1[CH:13]=[CH:14][C:9]([NH:8][C:6](=[O:7])[C:5]2[CH:22]=[CH:23][C:2]([NH:28][CH2:27][C@@H:26]([OH:29])[CH3:25])=[N:3][C:4]=2[CH3:24])=[CH:10][C:11]=1[C:16]1[CH:21]=[CH:20][CH:19]=[CH:18][N:17]=1. Procedure: Procedure F was performed using 60 mg of 6-chloro-N-(4-chloro-3-(pyridin-2-yl)phenyl)-2-methylnicotinamide and 116 μL of S-(+)-1-amino-2-propanol in 0.5 mL of BuOH. Purified by reverse phase HPLC to yield (S)—N-(4-chloro-3-(pyridin-2-yl)phenyl)-6-(2-hydroxypropylamino)-2-methylnicotinamide. MS (Q1) 397.4 (M)+. Starting materials: C(C)(C)(C)OC(=O)C#CCNCC=CCOC(C)=O (acetic acid 4-(tert-butoxy-carbonylprop-2-ynylamino)-but-2-enyl ester), C(C)(C)(C)OC(=O)N1CC2C(C1)C(C(C2)N)COC(C)=O (4-acetoxymethyl-5-aminooctahydrocyclopenta[c]pyrrole-2-carboxylic acid tert-butyl ester), C(C1=CC=CC=C1)OC(=O)NCC(=O)O (benzyloxycarbonyl glycine), C(C)(C)N(CC)C(C)C (diisopropylethylamine), CN(C)C(=[N+](C)C)ON1C2=C(C=CC=C2)N=N1.[B-](F)(F)(F)F (TBTU). Solvent: C(C)#N (acetonitrile). The product is C(C)(C)(C)OC(=O)N1CC2C(C1)C(C(C2)NC(CNC(=O)OCC2=CC=CC=C2)=O)COC(C)=O (4-acetoxymethyl-5-(2-benzyloxycarbonylaminoacetylamino)octahydrocyclopenta[c]-pyrrole-2-carboxylic acid tert-butyl ester). RXN SMILES: C(OC(C#CCNCC=CCOC(=O)C)=O)(C)(C)C.[C:20]([O:24][C:25]([N:27]1[CH2:31][CH:30]2[CH:32]([CH2:36][O:37][C:38](=[O:40])[CH3:39])[CH:33]([NH2:35])[CH2:34][CH:29]2[CH2:28]1)=[O:26])([CH3:23])([CH3:22])[CH3:21].[CH2:41]([O:48][C:49]([NH:51][CH2:52][C:53](O)=[O:54])=[O:50])[C:42]1[CH:47]=[CH:46][CH:45]=[CH:44][CH:43]=1.C(N(C(C)C)CC)(C)C.CN(C(ON1N=NC2C=CC=CC1=2)=[N+](C)C)C.[B-](F)(F)(F)F>C(#N)C>[C:20]([O:24][C:25]([N:27]1[CH2:31][CH:30]2[CH:32]([CH2:36][O:37][C:38](=[O:40])[CH3:39])[CH:33]([NH:35][C:53](=[O:54])[CH2:52][NH:51][C:49]([O:48][CH2:41][C:42]3[CH:43]=[CH:44][CH:45]=[CH:46][CH:47]=3)=[O:50])[CH2:34][CH:29]2[CH2:28]1)=[O:26])([CH3:23])([CH3:21])[CH3:22] |f:4.5|. Procedure details: By sequentially following the procedures of Example 3, Parts B and C, and Example 1, Parts A and B, acetic acid 4-(tert-butoxy-carbonylprop-2-ynylamino)-but-2-enyl ester is converted to 4-acetoxymethyl-5-aminooctahydrocyclopenta[c]pyrrole-2-carboxylic acid tert-butyl ester. A solution of this material and benzyloxycarbonyl glycine in acetonitrile is treated sequentially with diisopropylethylamine and TBTU, and the resulting mixture is stirred at room temperature until the reaction is complete. T... Reactants: Cc1cccc(N=C=O)c1, CN1C(=O)C(N)N=C(c2ccccc2)c2ccsc21, C1CCOC1. Product: Cc1cccc(NC(=O)NC2N=C(c3ccccc3)c3ccsc3N(C)C2=O)c1. As a reaction SMILES: [CH3:1][c:2]1[cH:3][c:4]([N:8]=[C:9]=[O:10])[cH:5][cH:6][cH:7]1.[NH2:11][CH:12]1[N:13]=[C:14]([c:24]2[cH:25][cH:26][cH:27][cH:28][cH:29]2)[c:15]2[c:16]([s:21][cH:22][cH:23]2)[N:17]([CH3:20])[C:18]1=[O:19].[O:30]1[CH2:31][CH2:32][CH2:33][CH2:34]1>>[CH3:1][c:2]1[cH:3][c:4]([NH:8][C:9](=[O:10])[NH:11][CH:12]2[N:13]=[C:14]([c:24]3[cH:25][cH:26][cH:27][cH:28][cH:29]3)[c:15]3[c:16]([s:21][cH:22][cH:23]3)[N:17]([CH3:20])[C:18]2=[O:19])[cH:5][cH:6][cH:7]1.